From a dataset of the Open Reaction Database (ORD), a public repository of structured organic reaction records. describe an organic reaction: reactants, conditions, products, and yield Reactants: O=[Ag-], BrCc1ccccc1, O=C1CC(O)C(=O)N1Cc1ccccc1, CCOCC. Yields the product O=C1CC(OCc2ccccc2)C(=O)N1Cc1ccccc1. Reaction SMILES: [Ag-:29]=[O:30].[Br:16][CH2:17][c:18]1[cH:19][cH:20][cH:21][cH:22][cH:23]1.[CH2:1]([c:2]1[cH:3][cH:4][cH:5][cH:6][cH:7]1)[N:8]1[C:9](=[O:15])[CH:10]([OH:14])[CH2:11][C:12]1=[O:13].[CH3:24][CH2:25][O:26][CH2:27][CH3:28]>>[CH2:1]([c:2]1[cH:3][cH:4][cH:5][cH:6][cH:7]1)[N:8]1[C:9](=[O:15])[CH:10]([O:14][CH2:17][c:18]2[cH:19][cH:20][cH:21][cH:22][cH:23]2)[CH2:11][C:12]1=[O:13].